This data is from the Open Reaction Database (ORD), a public repository of structured organic reaction records. The task is: describe an organic reaction: reactants, conditions, products, and yield Reactants: CO[C@@H]1C[C@@H](N(C1)C(=O)OOC(C)(C)C)C(=O)[O-] (1-tert.butoxy (2R,4R)-4-methoxy-pyrrolidine-1,2-dicarboxylate), Cl (hydrochloric acid). Solvent: C1CCOC1 (THF). Reaction conditions: time 3 hour. Yields the product CO[C@@H]1C[C@@H](NC1)C(=O)O ((2R,4R)-4-methoxy-pyrrolidine-2-carboxylic acid). As a reaction SMILES: [CH3:1][O:2][C@H:3]1[CH2:7][N:6](C(OOC(C)(C)C)=O)[C@@H:5]([C:16]([O-:18])=[O:17])[CH2:4]1.Cl>C1COCC1>[CH3:1][O:2][C@H:3]1[CH2:7][NH:6][C@@H:5]([C:16]([OH:18])=[O:17])[CH2:4]1. Procedure details: 10.3 g (48.9 mmol) 1-tert.butoxy (2R,4R)-4-methoxy-pyrrolidine-1,2-dicarboxylate are dissolved in 50 ml THF, 50 ml 6N hydrochloric acid (300 mmol) are added and the mixture is stirred for three hours. The reaction mixture is evaporated to dryness i.vac. The reactants are COC(CC1=CC(=CC=C1)OC1=C(C=C(C=C1)C(F)(F)F)C=O)=O ([3-(2-formyl-4-trifluoromethyl-phenoxy)-phenyl]-acetic acid methyl ester), N[C@@H]1CCC2=CC=CC=C12 ((R)-(−)-1-amino indan). The product is COC(CC1=CC(=CC=C1)OC1=C(C=C(C=C1)C(F)(F)F)CN[C@@H]1CCC2=CC=CC=C12)=O ({3-[2-((R)-Indan-1-ylaminomethyl)-4-trifluoromethyl-phenoxy]-phenyl}-acetic acid methyl ester). Reaction SMILES: [CH3:1][O:2][C:3](=[O:24])[CH2:4][C:5]1[CH:10]=[CH:9][CH:8]=[C:7]([O:11][C:12]2[CH:17]=[CH:16][C:15]([C:18]([F:21])([F:20])[F:19])=[CH:14][C:13]=2[CH:22]=O)[CH:6]=1.[NH2:25][C@H:26]1[C:34]2[C:29](=[CH:30][CH:31]=[CH:32][CH:33]=2)[CH2:28][CH2:27]1>>[CH3:1][O:2][C:3](=[O:24])[CH2:4][C:5]1[CH:10]=[CH:9][CH:8]=[C:7]([O:11][C:12]2[CH:17]=[CH:16][C:15]([C:18]([F:20])([F:19])[F:21])=[CH:14][C:13]=2[CH2:22][NH:25][C@H:26]2[C:34]3[C:29](=[CH:30][CH:31]=[CH:32][CH:33]=3)[CH2:28][CH2:27]2)[CH:6]=1. Procedure: Prepared according to the procedure described in Example 3, Step 2, using the following starting materials: [3-(2-formyl-4-trifluoromethyl-phenoxy)-phenyl]-acetic acid methyl ester and (R)-(−)-1-amino indan. Starting materials: FC1=C(C(=CC=C1)F)C=1SC=C(N1)C(=O)O (2-(2,6-difluorophenyl)thiazole-4-carboxylic acid), N1=CC=C(C=C1)C=1SC=C(N1)C(=O)O (2-(pyridin-4-yl)thiazole-4-carboxylic acid), NC=1C=NSC1N1CCN(CC1)C(=O)OC(C)(C)C (tert-butyl 4-(4-aminoisothiazol-5-yl)piperazine-1-carboxylate). Yields the product N1=CC=C(C=C1)C=1SC=C(N1)C(=O)NC=1C=NSC1N1CCN(CC1)C(=O)OC(C)(C)C (tert-butyl 4-(4-(2-(pyridin-4-yl)thiazole-4-carboxamido)isothiazol-5-yl)piperazine-1-carboxylate). Yield: 89.3%. RXN SMILES: FC1C=CC=C(F)C=1C1SC=C(C(O)=O)N=1.[N:17]1[CH:22]=[CH:21][C:20]([C:23]2[S:24][CH:25]=[C:26]([C:28]([OH:30])=O)[N:27]=2)=[CH:19][CH:18]=1.[NH2:31][C:32]1[CH:33]=[N:34][S:35][C:36]=1[N:37]1[CH2:42][CH2:41][N:40]([C:43]([O:45][C:46]([CH3:49])([CH3:48])[CH3:47])=[O:44])[CH2:39][CH2:38]1>>[N:17]1[CH:18]=[CH:19][C:20]([C:23]2[S:24][CH:25]=[C:26]([C:28]([NH:31][C:32]3[CH:33]=[N:34][S:35][C:36]=3[N:37]3[CH2:38][CH2:39][N:40]([C:43]([O:45][C:46]([CH3:49])([CH3:48])[CH3:47])=[O:44])[CH2:41][CH2:42]3)=[O:30])[N:27]=2)=[CH:21][CH:22]=1. Procedure details: Following the procedure described in Step (3) of Example 6, and substituting Compounds 2E and 6D8 with 2-(pyridin-4-yl)thiazole-4-carboxylic acid (19E) (58 mg, 0.28 mmol) and tert-butyl 4-(4-aminoisothiazol-5-yl)piperazine-1-carboxylate (31D3) (80 mg, 0.28 mmol) respectively, Compound 31A (120 mg, 0.25 mmol) was obtained. Starting materials: C([O-])([O-])=O.[K+].[K+] (potassium carbonate), C(C)(=O)OC1C(N(CC1)C(C)=O)C=1C(=CC2=C(NC(=N2)C2=NC=CC=C2)C1)OC1=CC=C(C=C1)S(=O)(=O)C (1-acetyl-2-(5-(4-(methanesulfonyl)phenoxy)-2-pyridin-2-yl-1H-benzimidazol-6-yl)pyrrolidin-3-yl acetate). Run in CO (methanol). Conditions: time 8 hour. Product: C(C)(=O)N1C(C(CC1)O)C=1C(=CC2=C(NC(=N2)C2=NC=CC=C2)C1)OC1=CC=C(C=C1)S(=O)(=O)C (1-Acetyl-2-(5-(4-(methanesulfonyl)phenoxy)-2-pyridin-2-yl-1H-benzimidazol-6-yl)pyrrolidin-3-ol). Reaction SMILES: C(=O)([O-])[O-].[K+].[K+].C([O:10][CH:11]1[CH2:15][CH2:14][N:13]([C:16](=[O:18])[CH3:17])[CH:12]1[C:19]1[C:20]([O:34][C:35]2[CH:40]=[CH:39][C:38]([S:41]([CH3:44])(=[O:43])=[O:42])=[CH:37][CH:36]=2)=[CH:21][C:22]2[N:26]=[C:25]([C:27]3[CH:32]=[CH:31][CH:30]=[CH:29][N:28]=3)[NH:24][C:23]=2[CH:33]=1)(=O)C>CO>[C:16]([N:13]1[CH2:14][CH2:15][CH:11]([OH:10])[CH:12]1[C:19]1[C:20]([O:34][C:35]2[CH:36]=[CH:37][C:38]([S:41]([CH3:44])(=[O:42])=[O:43])=[CH:39][CH:40]=2)=[CH:21][C:22]2[N:26]=[C:25]([C:27]3[CH:32]=[CH:31][CH:30]=[CH:29][N:28]=3)[NH:24][C:23]=2[CH:33]=1)(=[O:18])[CH3:17] |f:0.1.2|. Reported procedure: 5 mg of potassium carbonate was added to a methanol (2 ml) solution of 14 mg of (1-acetyl-2-(5-(4-(methanesulfonyl)phenoxy)-2-pyridin-2-yl-1H-benzimidazol-6-yl)pyrrolidin-3-yl acetate diastereomer A obtained in Example 468, and the reaction liquid was stirred overnight at room temperature. The solvent was evaporated away, and the resulting residue was purified through partitioning thin-layer chromatography (Kieselgel™ 60F254, Art 5744 (by Merck), chloroform/methanol=15/1) to obtain the entitled ... Reactants: CC(Cl)c1cccnc1, O=C(N1CCNCC1)N1CCOCC1. The reagents and catalysts are O=C([O-])[O-].[Cs+].[Cs+] (cesium carbonate), [I-].[K+] (potassium iodide). Solvent: CN(C)C=O (DMF), CN(C)C=O (dmf), CN(C)C=O (DMF). Reaction conditions: temperature 70 celsius, time 16 hour. Product: CC(c1cccnc1)N1CCN(C(=O)N2CCOCC2)CC1. Reactants: [BH4-], CC(C)(C)c1ccc(C=O)cc1, O=C([O-])[O-], CO, Cl, Cl, NCCc1ccc(F)c(C(F)(F)F)c1, [K+], [K+], [Na+]. Product: CC(C)(C)c1ccc(CNCCc2ccc(F)c(C(F)(F)F)c2)cc1. RXN SMILES: [BH4-:34].[C:1]([CH3:2])([CH3:3])([CH3:4])[c:5]1[cH:6][cH:7][c:8]([CH:9]=[O:10])[cH:11][cH:12]1.[C:28](=[O:29])([O-:30])[O-:31].[CH3:37][OH:38].[ClH:13].[ClH:36].[F:14][c:15]1[c:16]([C:24]([F:25])([F:26])[F:27])[cH:17][c:18]([CH2:21][CH2:22][NH2:23])[cH:19][cH:20]1.[K+:32].[K+:33].[Na+:35]>>[C:1]([CH3:2])([CH3:3])([CH3:4])[c:5]1[cH:6][cH:7][c:8]([CH2:9][NH:23][CH2:22][CH2:21][c:18]2[cH:17][c:16]([C:24]([F:25])([F:26])[F:27])[c:15]([F:14])[cH:20][cH:19]2)[cH:11][cH:12]1. Starting materials: C1(CCCCC1)NC1=C(C(=C2C(C(=CN(C2=C1)C1CCCC1)C(=O)O)=O)F)F (7-(cyclohexylamino)-1-cyclopentyl-5,6-difluoro-4-oxo-1,4-dihydroquinoline-3-carboxylic acid), Cl (hydrochloric acid), C(CCC)[Li] (n-butyl lithium), C(C1=CC=CC=C1)O (benzyl alcohol). The solvent is C1(=CC=CC=C1)C (toluene), C1CCOC1 (THF). Conditions: time 1 hour. The product is C(C1=CC=CC=C1)OC1=C2C(C(=CN(C2=CC(=C1F)NC1CCCCC1)C1CCCC1)C(=O)O)=O (5-(benzyloxy)-7-(cyclohexylamino)-1-cyclopentyl-6-fluoro-4-oxo-1,4-dihydroquinoline-3-carboxylic acid). As a reaction SMILES: C([Li])CCC.[CH2:6]([OH:13])[C:7]1[CH:12]=[CH:11][CH:10]=[CH:9][CH:8]=1.[CH:14]1([NH:20][C:21]2[CH:30]=[C:29]3[C:24]([C:25](=[O:39])[C:26]([C:36]([OH:38])=[O:37])=[CH:27][N:28]3[CH:31]3[CH2:35][CH2:34][CH2:33][CH2:32]3)=[C:23](F)[C:22]=2[F:41])[CH2:19][CH2:18][CH2:17][CH2:16][CH2:15]1.Cl>C1(C)C=CC=CC=1.C1COCC1>[CH2:6]([O:13][C:23]1[C:22]([F:41])=[C:21]([NH:20][CH:14]2[CH2:15][CH2:16][CH2:17][CH2:18][CH2:19]2)[CH:30]=[C:29]2[C:24]=1[C:25](=[O:39])[C:26]([C:36]([OH:38])=[O:37])=[CH:27][N:28]2[CH:31]1[CH2:35][CH2:34][CH2:33][CH2:32]1)[C:7]1[CH:12]=[CH:11][CH:10]=[CH:9][CH:8]=1. Procedure details: Under ice-cooling, 3.2 ml of n-butyl lithium (1.60 M hexane solution) was added to a 2.4 ml THF solution of 0.58 ml benzyl alcohol, followed by stirring for 1 hour. The solvent was evaporated under a reduced pressure, followed by the addition of 8.0 ml of toluene for suspension. The suspension prepared was added to a toluene suspension of 400 mg of 7-(cyclohexylamino)-1-cyclopentyl-5,6-difluoro-4-oxo-1,4-dihydroquinoline-3-carboxylic acid, which was prepared in a separate container, followed by ...